From a dataset of the Open Reaction Database (ORD), a public repository of structured organic reaction records. describe an organic reaction: reactants, conditions, products, and yield Starting materials: C(C)(C)(C)OC(NC1(CCOCC1)C(=NO)N)=O (tert-butyl-4-[amino(hydroxyimino)methyl]tetrahydro-2H-pyran-4-yl-carbamate), COC(=O)C#CC(=O)OC (dimethylacetylendicarboxylate). The solvent is C(Cl)(Cl)Cl (chloroform). Product: COC(C(=CC(=O)OC)ON=C(C1(CCOCC1)NC(=O)OC(C)(C)C)N)=O (Dimethyl-2-{[(amino{4-[(tert-butoxycarbonyl)amino]tetrahydro-2H-pyran-4-yl}methylidene)amino]oxy}but-2-enedioate). Reaction SMILES: [C:1]([O:5][C:6](=[O:18])[NH:7][C:8]1([C:14]([NH2:17])=[N:15][OH:16])[CH2:13][CH2:12][O:11][CH2:10][CH2:9]1)([CH3:4])([CH3:3])[CH3:2].[CH3:19][O:20][C:21]([C:23]#[C:24][C:25]([O:27][CH3:28])=[O:26])=[O:22]>C(Cl)(Cl)Cl>[CH3:19][O:20][C:21](=[O:22])[C:23]([O:16][N:15]=[C:14]([NH2:17])[C:8]1([NH:7][C:6]([O:5][C:1]([CH3:4])([CH3:2])[CH3:3])=[O:18])[CH2:9][CH2:10][O:11][CH2:12][CH2:13]1)=[CH:24][C:25]([O:27][CH3:28])=[O:26]. Reported procedure: A solution of tert-butyl-4-[amino(hydroxyimino)methyl]tetrahydro-2H-pyran-4-yl-carbamate (C-27) and dimethylacetylendicarboxylate (1.2 eq.) in chloroform was refluxed for 1 hour under nitrogen and the solution was concentrated. Residue was purified by flash chromatography on silica gel (eluent:petroleum ether:ethyl acetate=7:3) to give the desired product (C-28) as a mixture of isomers in ratio 7:3. Reactants: N1(CCCC1)CCOC1=CC=C(CC=2C3=C(SC2C2=CC=C(C=C2)CCNCC2=CC=C(C=C2)C(=O)OC)C=CC=C3)C=C1 (3-[4-[2-(1-Pyrrolidinyl)ethoxy]benzyl]-2-[4-[2-(4-methoxycarbonylbenzylamino)ethyl]phenyl]benzo[b]thiophene), C1CCOC1.CO.O (THF MeOH H2O), O[Li].O (LiOH-H2O). Reaction conditions: time 62 hour. Product: [NH4+].[OH-].CO.CCOC(=O)C (NH4OH MeOH EtOAc), C(=O)(O)C1=CC=C(CNCCC2=CC=C(C=C2)C2=C(C3=C(S2)C=CC=C3)CC3=CC=C(C=C3)OCCN3CCCC3)C=C1 (2-[4-[2-(4-Carboxybenzylamino)ethyl]phenyl]-3-[4-[2-(1-pyrrolidinyl)ethoxy]benzyl]benzo[b]thiophene). As a reaction SMILES: [N:1]1([CH2:6][CH2:7][O:8][C:9]2[CH:44]=[CH:43][C:12]([CH2:13][C:14]3[C:15]4[CH:42]=[CH:41][CH:40]=[CH:39][C:16]=4[S:17][C:18]=3[C:19]3[CH:24]=[CH:23][C:22]([CH2:25][CH2:26][NH:27][CH2:28][C:29]4[CH:34]=[CH:33][C:32]([C:35]([O:37][CH3:38])=[O:36])=[CH:31][CH:30]=4)=[CH:21][CH:20]=3)=[CH:11][CH:10]=2)[CH2:5][CH2:4][CH2:3][CH2:2]1.O[Li].O.[CH2:48]1C[O:51][CH2:50]C1.CO.O>>[NH4+:1].[OH-:8].[CH3:50][OH:51].[CH3:48][CH2:38][O:37][C:35]([CH3:32])=[O:36].[C:35]([C:32]1[CH:33]=[CH:34][C:29]([CH2:28][NH:27][CH2:26][CH2:25][C:22]2[CH:21]=[CH:20][C:19]([C:18]3[S:17][C:16]4[CH:39]=[CH:40][CH:41]=[CH:42][C:15]=4[C:14]=3[CH2:13][C:12]3[CH:11]=[CH:10][C:9]([O:8][CH2:7][CH2:6][N:1]4[CH2:2][CH2:3][CH2:4][CH2:5]4)=[CH:44][CH:43]=3)=[CH:24][CH:23]=2)=[CH:30][CH:31]=1)([OH:37])=[O:36] |f:1.2,3.4.5,6.7.8.9|. Reported procedure: 3-[4-[2-(1-Pyrrolidinyl)ethoxy]benzyl]-2-[4-[2-(4-methoxycarbonylbenzylamino)ethyl]phenyl]benzo[b]thiophene (47 mg) was dissolved in THF:MeOH:H2O (3:1:1, 3 mL), treated with LiOH-H2O (5 mg) in one portion and allowed to stir at ambient temperature for 62 h. The reaction mixture was concentrated under reduced pressure. Chromatography with NH4OH:MeOH:EtOAc (5:10:85) afforded the title compound (32 mg). Starting materials: C(C(C)(C)C)(=O)OCN1S(C2=C(C1=O)C(=CC(=C2)OC)C(C)C)(=O)=O (2-(pivaloyloxymethyl)-4-isopropyl-6-methoxy-1,2-benzisothiazol-3(2H)-one 1,1-dioxide), Br (HBr). Run in C(C)(=O)O (acetic acid), C(C)(=O)O (acetic acid), O (water). Conditions: time 30 minute. Yields the product BrCN1S(C2=C(C1=O)C(=CC(=C2)OC)C(C)C)(=O)=O (2-bromomethyl-4-isopropyl-6-methoxy-1,2-benzisothiazol-3(2H)-one 1,1-dioxide). The yield is 92.0%. As a reaction SMILES: C(O[CH2:8][N:9]1[C:13](=[O:14])[C:12]2[C:15]([CH:21]([CH3:23])[CH3:22])=[CH:16][C:17]([O:19][CH3:20])=[CH:18][C:11]=2[S:10]1(=[O:25])=[O:24])(=O)C(C)(C)C.[BrH:26]>C(O)(=O)C.O>[Br:26][CH2:8][N:9]1[C:13](=[O:14])[C:12]2[C:15]([CH:21]([CH3:23])[CH3:22])=[CH:16][C:17]([O:19][CH3:20])=[CH:18][C:11]=2[S:10]1(=[O:25])=[O:24]. Procedure details: A solution of 2-(pivaloyloxymethyl)-4-isopropyl-6-methoxy-1,2-benzisothiazol-3(2H)-one 1,1-dioxide (1.33 kg, 3.62 mol), 48% HBr in acetic acid (1 L) and 3 L of acetic acid was stirred on a steam bath (90°-95° C.) for 1.5 hours. The solvent (acetic acid) was removed under vacuum to give a thick slurry of an off-white residue which was diluted with 10 L of cold water and stirred for 30 minutes. The crude product was collected by filtration, washed first with 6 L of water and then with 3 L of satur...